The task is: describe an organic reaction: reactants, conditions, products, and yield. This data is from the Open Reaction Database (ORD), a public repository of structured organic reaction records. Reactants: FC(C=1C=CC(=C(C1)N=NC1=C(C(=CC(=C1)C(C)(C)C)C(C)(C)C1=CC=C(C=C1)OC)O)[N+](=O)[O-])(F)F (5-Trifluoromethyl-2-nitro-2′-hydroxy-3′-(4-methoxy-α-cumyl)-5′-tert-butylazobenzene), ClC=1C(C2=CC=CC=C2C(C1Cl)=O)=O (2,3-dichloro-1,4-naphthoquinone), [OH-].[Na+] (sodium hydroxide), S(O)(O)(=O)=O (sulfuric acid). The solvent is C(CCC)O (butanol), CCCCCCC (heptane), CC(CC)O (2-butanol), O (water). Conditions: temperature 90 celsius. The product is FC(C1=CC=2C(=NN(N2)C2=C(C(=CC(=C2)C(C)(C)C)C(C)(C)C2=CC=C(C=C2)OC)O)C=C1)(F)F (5-Trifluoromethyl-2-[2-hydroxy-3-(4-methoxy-α-cumyl)-5-tert-butylphenyl]-2H-benzotriazole). As a reaction SMILES: [OH-].[Na+].[F:3][C:4]([F:39])([F:38])[C:5]1[CH:6]=[CH:7][C:8]([N+:35]([O-])=O)=[C:9]([N:11]=[N:12][C:13]2[CH:18]=[C:17]([C:19]([CH3:22])([CH3:21])[CH3:20])[CH:16]=[C:15]([C:23]([C:26]3[CH:31]=[CH:30][C:29]([O:32][CH3:33])=[CH:28][CH:27]=3)([CH3:25])[CH3:24])[C:14]=2[OH:34])[CH:10]=1.ClC1C(=O)C2C(C(=O)C=1Cl)=CC=CC=2.S(=O)(=O)(O)O>O.C(O)CCC.CCCCCCC.CC(O)CC>[F:3][C:4]([F:39])([F:38])[C:5]1[CH:6]=[CH:7][C:8]2=[N:35][N:12]([C:13]3[CH:18]=[C:17]([C:19]([CH3:22])([CH3:21])[CH3:20])[CH:16]=[C:15]([C:23]([C:26]4[CH:31]=[CH:30][C:29]([O:32][CH3:33])=[CH:28][CH:27]=4)([CH3:25])[CH3:24])[C:14]=3[OH:34])[N:11]=[C:9]2[CH:10]=1 |f:0.1|. Reported procedure: To a 2 L, five-necked flask equipped with a mechanical stirrer, 500 mL of 2-butanol and 8 g of sodium hydroxide pellets are charged and heated to 90° C. A solution of 50 g of the monoazo compound prepared in Example 12, 2.3 g of 2,3-dichloro-1,4-naphthoquinone and 300 mL of heptane is charged to the hot butanol solution over a three hour period. After the addition is complete, the reaction mass is stirred for an additional hour at reflux. To the reaction mass is then added, 100 mL of water and t... Starting materials: C, CCOc1oc(-c2c(Cl)cccc2OCc2ccccc2)nc1C(C)C, CCOC(C)=O, [Pd]. Yields the product CCOc1oc(-c2c(O)cccc2Cl)nc1C(C)C. Reaction SMILES: [C:33].[CH3:1][CH:2]([CH3:3])[c:4]1[n:5][c:6](-[c:12]2[c:13]([O:19][CH2:20][c:21]3[cH:22][cH:23][cH:24][cH:25][cH:26]3)[cH:14][cH:15][cH:16][c:17]2[Cl:18])[o:7][c:8]1[O:9][CH2:10][CH3:11].[CH3:27][CH2:28][O:29][C:30](=[O:31])[CH3:32].[Pd:34]>>[CH3:1][CH:2]([CH3:3])[c:4]1[n:5][c:6](-[c:12]2[c:13]([OH:19])[cH:14][cH:15][cH:16][c:17]2[Cl:18])[o:7][c:8]1[O:9][CH2:10][CH3:11]. Starting materials: O=C1CNCC=2NC=3C=CC=C(C3C21)C(=O)OC (methyl 4-oxo-2,3,4,9-tetrahydro-1H-pyrido[3,4-b]indole-5-carboxylate), C1(CCCCC1)=O (cyclohexanone), CN1CC=2C=3C=4C(=CC=CC4NC3C1)C(NN2)=O (2-Methyl-2,3,4,9-tetrahydro-2,4,9,10-tetraazacyclohepta[def]fluoren-8(1H)-one). Yields the product C1(CCCCC1)N1CC=2C=3C=4C(=CC=CC4NC3C1)C(NN2)=O (2-Cyclohexyl-2,3,4,9-tetrahydro-2,4,9,10-tetraazacyclohepta[def]fluoren-8(1H)-one). As a reaction SMILES: O=C1C2C3C(C(OC)=O)=CC=CC=3NC=2CNC1.[C:19]1(=O)[CH2:24][CH2:23][CH2:22][CH2:21][CH2:20]1.C[N:27]1[CH2:39][C:38]2[NH:37][C:36]3[CH:35]=[CH:34][CH:33]=[C:32]4[C:40](=[O:43])[NH:41][N:42]=[C:29]([C:30]=2[C:31]=34)[CH2:28]1>>[CH:19]1([N:27]2[CH2:39][C:38]3[NH:37][C:36]4[CH:35]=[CH:34][CH:33]=[C:32]5[C:40](=[O:43])[NH:41][N:42]=[C:29]([C:30]=3[C:31]=45)[CH2:28]2)[CH2:24][CH2:23][CH2:22][CH2:21][CH2:20]1. Procedure details: Compound 53 was prepared from methyl 4-oxo-2,3,4,9-tetrahydro-1H-pyrido[3,4-b]indole-5-carboxylate and cyclohexanone according to the procedures similar to those for Compound 44. 1H NMR (DMSO-d6) δ 11.7 (s, 1H), 9.86 (s, 1H), 7.47 (d, 1H, J=7.8 Hz), 7.42 (d, 1H, J=7.8 Hz), 7.12 (t, 1H, J=7.8 Hz), 3.91 (s, 2H), 3.38 (s, 2H), 2.50-2.56 (m, 1H), 1.58-1.84 (m, 4H), and 1.11-1.31 (m, 6H). MS (ESI) m/e [M+1]+ 309. The solvent is C(C)O (ethanol), O1CCCC1 (tetrahydrofuran), C(C)(=O)OCC (ethyl acetate). The reagents and catalysts are [Fe] (iron). Yields the product C(C)(C)(C)OC(NC1=CC=C(C=C1)OC1=C(C=C(C=C1)C(NC1=CC=C(C=C1)Br)=O)N)=O ({4-[2-Amino-4-(4-bromo-phenylcarbamoyl)-phenoxy]-phenyl}-carbamic acid tert-butyl ester). Procedure details: A solution of the product of Example 10B (7.383 g, 13.97 mmol), iron powder (4.80 g, 85.94 mmol) and ammonium chloride (4.896 g, 91.53 mmol) in ethanol (60 mL), tetrahydrofuran (60 mL), and water (30 mL) was heated at 80° for 1.5 hours. After cooling to room temperature, the mixture was diluted with ethyl acetate (300 mL) and washed with water (4×100 mL) and brine (50 mL). The organic phase was dried over sodium sulfate, filtered and concentrated under vacuum to provide the title compound as a l... RXN SMILES: [C:1]([O:5][C:6](=[O:34])[NH:7][C:8]1[CH:13]=[CH:12][C:11]([O:14][C:15]2[CH:20]=[CH:19][C:18]([C:21](=[O:30])[NH:22][C:23]3[CH:28]=[CH:27][C:26]([Br:29])=[CH:25][CH:24]=3)=[CH:17][C:16]=2[N+:31]([O-])=O)=[CH:10][CH:9]=1)([CH3:4])([CH3:3])[CH3:2].[Cl-].[NH4+].O>C(O)C.O1CCCC1.C(OCC)(=O)C.[Fe]>[C:1]([O:5][C:6](=[O:34])[NH:7][C:8]1[CH:9]=[CH:10][C:11]([O:14][C:15]2[CH:20]=[CH:19][C:18]([C:21](=[O:30])[NH:22][C:23]3[CH:24]=[CH:25][C:26]([Br:29])=[CH:27][CH:28]=3)=[CH:17][C:16]=2[NH2:31])=[CH:12][CH:13]=1)([CH3:4])([CH3:2])[CH3:3] |f:1.2|. Isolated yield 95.6%. Reactants: C(C)(C)(C)OC(NC1=CC=C(C=C1)OC1=C(C=C(C=C1)C(NC1=CC=C(C=C1)Br)=O)[N+](=O)[O-])=O ({4-[4-(4-Bromo-phenylcarbamoyl)-2-nitro-phenoxy]phenyl}-carbamic acid tert-butyl ester), [Cl-].[NH4+] (ammonium chloride), O (water). Starting materials: C(C)[C@@H]1C(N([C@@H]1CO)S(=O)(=O)C=1C(=CC=CC1)C)=O ((±)-cis-3-Ethyl-4-hydroxymethyl-N-toluensulfonyl-2-azetidinone), C(Cl)Cl (CH2Cl2), diazomethane-ether. The reagents and catalysts are B(F)(F)F.CCOCC (boron trifluoride etherate). Product: C(C)[C@@H]1C(N([C@@H]1COC)S(=O)(=O)C=1C(=CC=CC1)C)=O ((±)-cis-3-Ethyl-4-methoxymethyl-N-toluenesulfonyl-2-azetidinone). RXN SMILES: [CH2:1]([C@H:3]1[C@@H:6]([CH2:7][OH:8])[N:5]([S:9]([C:12]2[C:13]([CH3:18])=[CH:14][CH:15]=[CH:16][CH:17]=2)(=[O:11])=[O:10])[C:4]1=[O:19])[CH3:2].[CH2:20](Cl)Cl>B(F)(F)F.CCOCC>[CH2:1]([C@H:3]1[C@@H:6]([CH2:7][O:8][CH3:20])[N:5]([S:9]([C:12]2[C:13]([CH3:18])=[CH:14][CH:15]=[CH:16][CH:17]=2)(=[O:11])=[O:10])[C:4]1=[O:19])[CH3:2] |f:2.3|. Procedure details: To (±)-cis-3-Ethyl-4-hydroxymethyl-N-toluensulfonyl-2-azetidinone (18 mg) in CH2Cl2 at 0° to 5° C. was added boron trifluoride etherate solution (1 drop) and then diazomethane-ether solution dropwise (4 ml). The reaction mixture was purified by preparative TLC on a silica gel plate (1500μ) and developed with CH2Cl2 to afford the titled compound. NMR(CDCl3): δ1.04(3H, t), 1.54-1.92(2H, m) 2.45(3H, s), 3.16(1H, m), 3.26(3H, s), 3.70(2H, m ), 4.18(1H, m), 7.34(2H, d), 7.88(2H, d). The reactants are ClCCl, O=[Mn]=O, CC(C)(C)OC(=O)N1CCN(c2ncc(CO)n3cnnc23)CC1. Product: CC(C)(C)OC(=O)N1CCN(c2ncc(C=O)n3cnnc23)CC1. Reaction SMILES: [Cl:28][CH2:29][Cl:30].[O:25]=[Mn:26]=[O:27].[OH:1][CH2:2][c:3]1[cH:4][n:5][c:6]([N:12]2[CH2:13][CH2:14][N:15]([C:18](=[O:19])[O:20][C:21]([CH3:22])([CH3:23])[CH3:24])[CH2:16][CH2:17]2)[c:7]2[n:8]1[cH:9][n:10][n:11]2>>[O:1]=[CH:2][c:3]1[cH:4][n:5][c:6]([N:12]2[CH2:13][CH2:14][N:15]([C:18](=[O:19])[O:20][C:21]([CH3:22])([CH3:23])[CH3:24])[CH2:16][CH2:17]2)[c:7]2[n:8]1[cH:9][n:10][n:11]2.